From a dataset of the Open Reaction Database (ORD), a public repository of structured organic reaction records. describe an organic reaction: reactants, conditions, products, and yield Reactants: CC=1N(C(=CC1)C)CCNC(C)=O (2,5-dimethyl-1-(2-acetylaminoethyl)-pyrrole), [OH-].[K+] (potassium hydroxide), O (water). Solvent: C(C)O (ethanol). The product is NCCN1C(=CC=C1C)C (1-(2-Aminoethyl)-2,5-dimethylpyrrole). Reaction SMILES: [CH3:1][C:2]1[N:3]([CH2:8][CH2:9][NH:10]C(=O)C)[C:4]([CH3:7])=[CH:5][CH:6]=1.[OH-].[K+].O>C(O)C>[NH2:10][CH2:9][CH2:8][N:3]1[C:4]([CH3:7])=[CH:5][CH:6]=[C:2]1[CH3:1] |f:1.2|. Procedure: 251.1 g (1.39 mol) of 2,5-dimethyl-1-(2-acetylaminoethyl)-pyrrole, prepared as in Example 5, and 390.8 g (6.97 mol) of potassium hydroxide are heated reflux in 2.8 l of ethanol and 180 ml of water under an atmosphere of nitrogen for 4 h. After the mixture has been concentrated, the aqueous phase is extracted with methylene chloride, and the extract is fractionally distilled. Yield: 150.2 g (78% of theory), Boiling point: 70° C./0.267 mbar Procedure details: Under cooling with ice, a 0.48N sodium hydroxide-ethanol solution (9.48 ml) was added to an ethanol solution (20 ml) of ethyl trans-3-[(s)-3-methyl-1-{4-(2,3,4-trimethoxyphenylmethyl)piperazine-1-yl carbonyl}butylcarbamoyl]-oxirane-2-carboxylate (2.38 g) obtained above, and the mixture was stirred at room temperature for 2.5 hours. After removal of ethanol by distillation under reduced pressure, water was added, and any insoluble matters were removed by filtration using sellaite. The filtrate wa... The reactants are [OH-].[Na+].C(C)O (sodium hydroxide ethanol), CC(C[C@@H](C(=O)N1CCN(CC1)CC1=C(C(=C(C=C1)OC)OC)OC)NC(=O)[C@H]1[C@@H](O1)C(=O)OCC)C (ethyl trans-3-[(s)-3-methyl-1-{4-(2,3,4-trimethoxyphenylmethyl)piperazine-1-yl carbonyl}butylcarbamoyl]-oxirane-2-carboxylate). Yield: 98.0%. Run at time 2.5 hour. Run in C(C)O (ethanol). RXN SMILES: [OH-].[Na+:2].C(O)C.[CH3:6][CH:7]([CH3:42])[CH2:8][C@H:9]([NH:31][C:32]([C@@H:34]1[O:36][C@H:35]1[C:37]([O:39]CC)=[O:38])=[O:33])[C:10]([N:12]1[CH2:17][CH2:16][N:15]([CH2:18][C:19]2[CH:24]=[CH:23][C:22]([O:25][CH3:26])=[C:21]([O:27][CH3:28])[C:20]=2[O:29][CH3:30])[CH2:14][CH2:13]1)=[O:11]>C(O)C>[CH3:6][CH:7]([CH3:42])[CH2:8][C@H:9]([NH:31][C:32]([C@@H:34]1[O:36][C@H:35]1[C:37]([O-:39])=[O:38])=[O:33])[C:10]([N:12]1[CH2:13][CH2:14][N:15]([CH2:18][C:19]2[CH:24]=[CH:23][C:22]([O:25][CH3:26])=[C:21]([O:27][CH3:28])[C:20]=2[O:29][CH3:30])[CH2:16][CH2:17]1)=[O:11].[Na+:2] |f:0.1.2,5.6|. Yields the product CC(C[C@@H](C(=O)N1CCN(CC1)CC1=C(C(=C(C=C1)OC)OC)OC)NC(=O)[C@H]1[C@@H](O1)C(=O)[O-])C.[Na+] (sodium trans-3-[(s)-3-methyl-1-{4-(2,3,4-trimethoxyphenylmethyl)piperazine-1-yl carbonyl}butylcarbamoyl]oxirane-2-carboxylate).